describe an organic reaction: reactants, conditions, products, and yield From a dataset of the Open Reaction Database (ORD), a public repository of structured organic reaction records. Reactants: FC(C=1C=C(C=C(C1)C(F)(F)F)[C@@H]1[C@@H](N(C(O1)=O)CC1=C(C=CC(=C1)OC(F)(F)F)NCC(C)C)C)(F)F ((4S,5R)-5-[3,5-bis(trifluoromethyl)phenyl]-3-[2-(isobutylamino)-5-(trifluoromethoxy)benzyl]-4-methyl-1,3-oxazolidin-2-one), CS(=O)(=O)Cl (methanesulfonyl chloride). Reagents/catalysts: CN(C1=CC=NC=C1)C (4-dimethylaminopyridine). Solvent: N1=CC=CC=C1 (pyridine), CCOC(=O)C (EtOAc). Run at temperature 65 celsius, time 4 hour. Yields the product FC(C=1C=C(C=C(C1)C(F)(F)F)[C@@H]1[C@@H](N(C(O1)=O)CC1=C(C=CC(=C1)OC(F)(F)F)N(S(=O)(=O)C)CC(C)C)C)(F)F (N-[2-({(4S,5R)-5-[3,5-bis(trifluoromethyl)phenyl]-4-methyl-2-oxo-1,3-oxazolidin-3-yl}methyl)-4-(trifluoromethoxy)phenyl]-N-isobutylmethanesulfonamide). As a reaction SMILES: [F:1][C:2]([F:38])([F:37])[C:3]1[CH:4]=[C:5]([C@H:13]2[O:17][C:16](=[O:18])[N:15]([CH2:19][C:20]3[CH:25]=[C:24]([O:26][C:27]([F:30])([F:29])[F:28])[CH:23]=[CH:22][C:21]=3[NH:31][CH2:32][CH:33]([CH3:35])[CH3:34])[C@H:14]2[CH3:36])[CH:6]=[C:7]([C:9]([F:12])([F:11])[F:10])[CH:8]=1.[CH3:39][S:40](Cl)(=[O:42])=[O:41]>N1C=CC=CC=1.CN(C)C1C=CN=CC=1.CCOC(C)=O>[F:38][C:2]([F:1])([F:37])[C:3]1[CH:4]=[C:5]([C@H:13]2[O:17][C:16](=[O:18])[N:15]([CH2:19][C:20]3[CH:25]=[C:24]([O:26][C:27]([F:28])([F:29])[F:30])[CH:23]=[CH:22][C:21]=3[N:31]([CH2:32][CH:33]([CH3:34])[CH3:35])[S:40]([CH3:39])(=[O:42])=[O:41])[C@H:14]2[CH3:36])[CH:6]=[C:7]([C:9]([F:11])([F:10])[F:12])[CH:8]=1. Procedure details: To a solution of (4S,5R)-5-[3,5-bis(trifluoromethyl)phenyl]-3-[2-(isobutylamino)-5-(trifluoromethoxy)benzyl]-4-methyl-1,3-oxazolidin-2-one (9.2 mg, 0.0165 mmol) in pyridine (300 μL) was added methanesulfonyl chloride (100 μL, 1.29 mmol) and excess 4-dimethylaminopyridine. The reaction was stirred at 65° C. for 4 hours and then diluted with EtOAc (15 mL), and washed with 1 N HCl (2×10 mL) and brine (10 mL). The organic layer was dried over Na2SO4, filtered, and concentrated. Purification of the r...